The task is: describe an organic reaction: reactants, conditions, products, and yield. This data is from the Open Reaction Database (ORD), a public repository of structured organic reaction records. The reactants are O=C(OCC)C=1C=CC=CC1CC=2C=CC=CC2. The reagents and catalysts are O1B(OC(C)(C)C1(C)C)B2OC(C)(C)C(O2)(C)C, O=C1C=CC=2C=CC=C(C3=CN=C(C=C3)C=4N=CC=CC4)C2N1, [K].OC(C)(C)C, C[OH2+].C[OH2+].C1CC=CCCC=C1.C1CC=CCCC=C1.[Ir].[Ir]. Run in O1CCCC1. Run at temperature 80 celsius, time 12 hour. Product: O=C(OCC)C1=CC=C(C=C1CC=2C=CC=CC2)B3OC(C)(C)C(O3)(C)C. The yield is 87.0%. Reactants: O=C([O-])O, C[Si](C)(C)C#N, CC(C)(C)OC(=O)NC1CCC(c2cccc(F)c2F)CNC1=O, [Na+], C1CCOC1. RXN SMILES: [C:31](=[O:32])([OH:33])[O-:34].[CH3:25][Si:26]([C:27]#[N:28])([CH3:29])[CH3:30].[F:1][c:2]1[c:3]([CH:9]2[CH2:10][CH2:11][CH:12]([NH:17][C:18]([O:19][C:20]([CH3:21])([CH3:22])[CH3:23])=[O:24])[C:13](=[O:16])[NH:14][CH2:15]2)[cH:4][cH:5][cH:6][c:7]1[F:8].[Na+:35].[O:36]1[CH2:37][CH2:38][CH2:39][CH2:40]1>>[F:1][c:2]1[c:3]([CH:9]2[CH2:10][CH2:11][CH:12]([NH:17][C:18]([O:19][C:20]([CH3:21])([CH3:22])[CH3:23])=[O:24])[CH:13]([C:27]#[N:28])[NH:14][CH2:15]2)[cH:4][cH:5][cH:6][c:7]1[F:8]. The product is CC(C)(C)OC(=O)NC1CCC(c2cccc(F)c2F)CNC1C#N.